This data is from the Open Reaction Database (ORD), a public repository of structured organic reaction records. The task is: describe an organic reaction: reactants, conditions, products, and yield Reactants: COC=1C=C(C=C(C1OCC#N)C=O)NC(OC(C)C)=O (Isopropyl N-(3-methoxy-4-cyanomethoxy-5-formylphenyl)carbamate), [OH-].[Na+] (sodium hydroxide), Cl.CON (methoxyamine hydrochloride), solution. Run in C(C)O (ethanol). Run at time 12 hour. Yields the product COC=1C=C(C=C(C1OCC#N)C=NOC)NC(OC(C)C)=O (isopropyl N-(3-methoxy-4-cyanomethoxy-5-methoxyiminomethylphenyl)carbamate). Yield: 94.5%. RXN SMILES: [CH3:1][O:2][C:3]1[CH:4]=[C:5]([NH:15][C:16](=[O:21])[O:17][CH:18]([CH3:20])[CH3:19])[CH:6]=[C:7]([CH:13]=O)[C:8]=1[O:9][CH2:10][C:11]#[N:12].[OH-].[Na+].Cl.[CH3:25][O:26][NH2:27]>C(O)C>[CH3:1][O:2][C:3]1[CH:4]=[C:5]([NH:15][C:16](=[O:21])[O:17][CH:18]([CH3:20])[CH3:19])[CH:6]=[C:7]([CH:13]=[N:27][O:26][CH3:25])[C:8]=1[O:9][CH2:10][C:11]#[N:12] |f:1.2,3.4|. Procedure: Isopropyl N-(3-methoxy-4-cyanomethoxy-5-formylphenyl)carbamate (0.59 g) was dissolved in ethanol (20 ml). To the solution was added an aqueous solution (10 ml) containing sodium hydroxide (0.32 g) and methoxyamine hydrochloride (0.66 g). After being allowed to stand for 12 hours, the reaction mixture was concentrated in vacuo, and the residue was dissolved in ethyl acetate. The resultant solution was washed with water, dried over magnesium sulfate and concentrated under reduced pressure to give ... Starting materials: C(C)C1CCC(CC1)=CC=1OC2=C(N1)C=C(C=C2)O (2-(4-Ethylcyclohexylidenemethyl)benzoxazol-5-ol), [2H]C(Cl)(Cl)Cl.[2H]C(O[2H])([2H])[2H] (CDCl3 CD3OD). Procedure: 2-(4-Ethylcyclohexylidenemethyl)benzoxazol-5-ol (13C-NMR [CDCl3/CD3OD)]: 165.203, 160.259, 155.998, 145.294, 142.867, 114.835, 111.739, 109.631, 105.497, 40.269, 38.948, 35.672, 34.921, 31.423, 30.305, 12.672); Product: COC1\C(\CCCC1)=C\C=1OC2=C(N1)C=C(C=C2)O (2-(2-Methoxycyclohex-(E)-ylidenemethyl)benzoxazol-5-ol). Reaction SMILES: C([CH:3]1[CH2:8][CH2:7][C:6](=[CH:9][C:10]2[O:11][C:12]3[CH:18]=[CH:17][C:16]([OH:19])=[CH:15][C:13]=3[N:14]=2)[CH2:5][CH2:4]1)C.[2H]C(Cl)(Cl)Cl.[2H][C:26]([2H])([2H])[O:27][2H]>>[CH3:26][O:27][CH:5]1[CH2:4][CH2:3][CH2:8][CH2:7]/[C:6]/1=[CH:9]\[C:10]1[O:11][C:12]2[CH:18]=[CH:17][C:16]([OH:19])=[CH:15][C:13]=2[N:14]=1 |f:1.2|.